Dataset: the Open Reaction Database (ORD), a public repository of structured organic reaction records. Task: describe an organic reaction: reactants, conditions, products, and yield Reactants: CC=CC(=O)OC, O=C([O-])O, COCN(Cc1ccccc1)C[Si](C)(C)C, ClCCl, [Na+], O=C(O)C(F)(F)F. Yields the product COC(=O)C1CN(Cc2ccccc2)CC1C. RXN SMILES: [C:17]([CH:18]=[CH:19][CH3:20])(=[O:21])[O:22][CH3:23].[C:31](=[O:32])([OH:33])[O-:34].[CH3:1][O:2][CH2:3][N:4]([CH2:5][Si:6]([CH3:7])([CH3:8])[CH3:9])[CH2:10][c:11]1[cH:12][cH:13][cH:14][cH:15][cH:16]1.[Cl:36][CH2:37][Cl:38].[Na+:35].[OH:24][C:25]([C:26]([F:27])([F:28])[F:29])=[O:30]>>[CH2:3]1[N:4]([CH2:10][c:11]2[cH:12][cH:13][cH:14][cH:15][cH:16]2)[CH2:5][CH:18]([C:17](=[O:21])[O:22][CH3:23])[CH:19]1[CH3:20]. Yields the product COc1ccc(F)cc1CCCC=O. Reactants: CCOC(=O)CCCc1cc(F)ccc1OC, CC(C)C[AlH]CC(C)C, CO, Cc1ccccc1, Cl. RXN SMILES: [CH2:1]([O:3][C:4](=[O:2])[CH2:5][CH2:6][CH2:7][c:8]1[c:9]([O:15][CH3:16])[cH:10][cH:11][c:12]([F:14])[cH:13]1)[CH3:17].[CH3:18][CH:19]([CH2:20][AlH:21][CH2:22][CH:23]([CH3:24])[CH3:25])[CH3:26].[CH3:27][OH:28].[CH3:30][c:31]1[cH:32][cH:33][cH:34][cH:35][cH:36]1.[ClH:29]>>[O:3]=[CH:4][CH2:5][CH2:6][CH2:7][c:8]1[c:9]([O:15][CH3:16])[cH:10][cH:11][c:12]([F:14])[cH:13]1. Reactants: C1CCOC1, CCn1ncc(Cl)c1-c1cc(C(=O)OC)sc1Cl, [K+], [OH-], O. Product: CCn1ncc(Cl)c1-c1cc(C(=O)O)sc1Cl. As a reaction SMILES: [CH2:21]1[O:22][CH2:23][CH2:24][CH2:25]1.[Cl:1][c:2]1[c:3](-[c:11]2[c:12]([Cl:18])[cH:13][n:14][n:15]2[CH2:16][CH3:17])[cH:4][c:5]([C:7](=[O:8])[O:9][CH3:10])[s:6]1.[K+:20].[OH-:19].[OH2:26]>>[Cl:1][c:2]1[c:3](-[c:11]2[c:12]([Cl:18])[cH:13][n:14][n:15]2[CH2:16][CH3:17])[cH:4][c:5]([C:7](=[O:8])[OH:9])[s:6]1. The reactants are CCOC(=O)OCOP(=O)(CC(O)CNC(=O)OCc1ccccc1)CC1CCCCC1, CCO, [H][H]. Product: CCOC(=O)OCOP(=O)(CC(O)CN)CC1CCCCC1. As a reaction SMILES: [CH2:1]([CH3:2])[O:3][C:4](=[O:5])[O:6][CH2:7][O:8][P:9](=[O:10])([CH2:11][CH:12]1[CH2:13][CH2:14][CH2:15][CH2:16][CH2:17]1)[CH2:18][CH:19]([CH2:20][NH:21][C:22]([O:23][CH2:24][c:25]1[cH:26][cH:27][cH:28][cH:29][cH:30]1)=[O:31])[OH:32].[CH3:33][CH2:34][OH:35].[H:36][H:37]>>[CH2:1]([CH3:2])[O:3][C:4](=[O:5])[O:6][CH2:7][O:8][P:9](=[O:10])([CH2:11][CH:12]1[CH2:13][CH2:14][CH2:15][CH2:16][CH2:17]1)[CH2:18][CH:19]([CH2:20][NH2:21])[OH:32]. Product: COC(=O)c1cc(C(=O)OC)n(C(c2ccccc2)(c2ccccc2)c2ccccc2)n1. Reaction SMILES: [C:45]([Cl:46])([c:47]1[cH:48][cH:49][cH:50][cH:51][cH:52]1)([c:53]1[cH:54][cH:55][cH:56][cH:57][cH:58]1)[c:59]1[cH:60][cH:61][cH:62][cH:63][cH:64]1.[CH2:1]([O:2][C:3]([c:4]1[cH:5][n:6][n:7]([C:11]([c:12]2[cH:13][cH:14][cH:15][cH:16][cH:17]2)([c:18]2[cH:19][cH:20][cH:21][cH:22][cH:23]2)[c:24]2[cH:25][cH:26][cH:27][cH:28][cH:29]2)[cH:8]1)=[O:9])[CH3:10].[CH3:30][O:31][C:32](=[O:33])[c:34]1[n:35][nH:36][c:37]([C:39](=[O:40])[O:41][CH3:42])[cH:38]1.[CH3:65][N:66]([CH3:67])[CH:68]=[O:69].[H-:43].[Na+:44]>>[C:11]([c:12]1[cH:13][cH:14][cH:15][cH:16][cH:17]1)([c:18]1[cH:19][cH:20][cH:21][cH:22][cH:23]1)([c:24]1[cH:25][cH:26][cH:27][cH:28][cH:29]1)[n:36]1[n:35][c:34]([C:32]([O:31][CH3:30])=[O:33])[cH:38][c:37]1[C:39](=[O:40])[O:41][CH3:42]. The reactants are ClC(c1ccccc1)(c1ccccc1)c1ccccc1, CCOC(=O)c1cnn(C(c2ccccc2)(c2ccccc2)c2ccccc2)c1, COC(=O)c1cc(C(=O)OC)[nH]n1, CN(C)C=O, [H-], [Na+].